From a dataset of the Open Reaction Database (ORD), a public repository of structured organic reaction records. describe an organic reaction: reactants, conditions, products, and yield Reactants: C(C)(=O)OC(C)=O (acetic anhydride), NC[C@H]1CN(CC1)C1=NC=C(C(=O)NC2=CC=C(C=C2)OC(F)(F)Cl)C=C1C=1C=NC=NC1 ((S)-6-(3-(Aminomethyl)pyrrolidin-1-yl)-N-(4-(chlorodifluoromethoxy)phenyl)-5-(pyrimidin-5-yl)nicotinamide), C(=O)([O-])[O-].[Na+].[Na+] (Na2CO3). Solvent: O1CCOCC1 (dioxane). Run at time 3 hour. Product: C(C)(=O)NC[C@@H]1CN(CC1)C1=NC=C(C(=O)NC2=CC=C(C=C2)OC(F)(F)Cl)C=C1C=1C=NC=NC1 ((R)-6-(3-(Acetamidomethyl)pyrrolidin-1-yl)-N-(4-(chlorodifluoromethoxy)phenyl)-5-(pyrimidin-5-yl)nicotinamide). Reaction SMILES: [NH2:1][CH2:2][C@@H:3]1[CH2:7][CH2:6][N:5]([C:8]2[C:27]([C:28]3[CH:29]=[N:30][CH:31]=[N:32][CH:33]=3)=[CH:26][C:11]([C:12]([NH:14][C:15]3[CH:20]=[CH:19][C:18]([O:21][C:22]([Cl:25])([F:24])[F:23])=[CH:17][CH:16]=3)=[O:13])=[CH:10][N:9]=2)[CH2:4]1.[C:34](OC(=O)C)(=[O:36])[CH3:35].C([O-])([O-])=O.[Na+].[Na+]>O1CCOCC1>[C:34]([NH:1][CH2:2][C@H:3]1[CH2:7][CH2:6][N:5]([C:8]2[C:27]([C:28]3[CH:33]=[N:32][CH:31]=[N:30][CH:29]=3)=[CH:26][C:11]([C:12]([NH:14][C:15]3[CH:20]=[CH:19][C:18]([O:21][C:22]([Cl:25])([F:23])[F:24])=[CH:17][CH:16]=3)=[O:13])=[CH:10][N:9]=2)[CH2:4]1)(=[O:36])[CH3:35] |f:2.3.4|. Procedure details: (S)-6-(3-(Aminomethyl)pyrrolidin-1-yl)-N-(4-(chlorodifluoromethoxy)phenyl)-5-(pyrimidin-5-yl)nicotinamide (Example 177, 30 mg, 0.063 mmol) was dissolved in dioxane (0.5 mL), acetic anhydride (7.09 mg, 0.069 mmol) was added and the RM was stirred for 3 h at RT. The RM was poured into 15 mL of Na2CO3 10%, then extracted with EtOAc. The combined organic layers were dried over Na2SO4 and evaporated to dryness under reduced pressure, dissolved in MeOH, evaporated and dried under HV to afford the titl...